From a dataset of the Open Reaction Database (ORD), a public repository of structured organic reaction records. describe an organic reaction: reactants, conditions, products, and yield Reactants: FC1=CC=C(C=C1)C1CC(CC2(CCN(CC2)C(=O)OC(C)(C)C)O1)=O (tert-butyl 10-(4-fluorophenyl)-8-oxo-11-oxa-3-azaspiro[5.5]undecane-3-carboxylate), [Cl-].[Cl-].[Cl-].[Ce+3] (cerium trichloride), [BH4-].[Na+] (sodium borohydride), [Cl-].[NH4+] (ammonium chloride). The solvent is CO (MeOH). Reaction conditions: time 5 minute. The product is tert-butyl cis-(4-fluorophenyl)-8-hydroxy-11-oxa-3-azaspiro[5.5]undecane-3-carboxylate, FC1=CC=C(C=C1)[C@H]1C[C@@H](CC2(CCN(CC2)C(=O)OC(C)(C)C)O1)O (tert-butyl trans-10-(4-fluorophenyl)-8-hydroxy-11-oxa-3-azaspiro[5.5]undecane-3-carboxylate). The yield is 32.0%. As a reaction SMILES: [F:1][C:2]1[CH:7]=[CH:6][C:5]([CH:8]2[O:25][C:12]3([CH2:17][CH2:16][N:15]([C:18]([O:20][C:21]([CH3:24])([CH3:23])[CH3:22])=[O:19])[CH2:14][CH2:13]3)[CH2:11][C:10](=[O:26])[CH2:9]2)=[CH:4][CH:3]=1.[Cl-].[Cl-].[Cl-].[Ce+3].[BH4-].[Na+].[Cl-].[NH4+]>CO>[F:1][C:2]1[CH:7]=[CH:6][C:5]([C@@H:8]2[O:25][C:12]3([CH2:13][CH2:14][N:15]([C:18]([O:20][C:21]([CH3:22])([CH3:23])[CH3:24])=[O:19])[CH2:16][CH2:17]3)[CH2:11][C@@H:10]([OH:26])[CH2:9]2)=[CH:4][CH:3]=1 |f:1.2.3.4,5.6,7.8|. Procedure details: To a solution of tert-butyl 10-(4-fluorophenyl)-8-oxo-11-oxa-3-azaspiro[5.5]undecane-3-carboxylate (2.00 g, 5.50 mmol) in MeOH (50 mL) was added cerium trichloride (1.49 g, 6.05 mmol). The mixture was stirred for 5 minutes prior to the addition of sodium borohydride (250 mg, 6.60 mmol). The reaction mixture was allowed to stir at room temperature for 1 hour. Saturated ammonium chloride (50 mL) was added to quench the reaction. It was stirred for 5 minutes, and extracted with ethyl acetate (3×75 ... The reactants are C1CCOC1, Fc1ccc(CNCc2cccc(-c3ccc(Cl)cc3)c2)cc1, O=S(=O)(Cl)c1cc(Cl)cc(Cl)c1O. The product is O=S(=O)(c1cc(Cl)cc(Cl)c1O)N(Cc1ccc(F)cc1)Cc1cccc(-c2ccc(Cl)cc2)c1. RXN SMILES: [CH2:37]1[O:38][CH2:39][CH2:40][CH2:41]1.[Cl:1][c:2]1[cH:3][cH:4][c:5](-[c:8]2[cH:9][c:10]([CH2:14][NH:15][CH2:16][c:17]3[cH:18][cH:19][c:20]([F:23])[cH:21][cH:22]3)[cH:11][cH:12][cH:13]2)[cH:6][cH:7]1.[Cl:24][c:25]1[c:26]([OH:36])[c:27]([S:32](=[O:33])(=[O:34])[Cl:35])[cH:28][c:29]([Cl:31])[cH:30]1>>[Cl:1][c:2]1[cH:3][cH:4][c:5](-[c:8]2[cH:9][c:10]([CH2:14][N:15]([CH2:16][c:17]3[cH:18][cH:19][c:20]([F:23])[cH:21][cH:22]3)[S:32]([c:27]3[c:26]([OH:36])[c:25]([Cl:24])[cH:30][c:29]([Cl:31])[cH:28]3)(=[O:33])=[O:34])[cH:11][cH:12][cH:13]2)[cH:6][cH:7]1.